This data is from the Open Reaction Database (ORD), a public repository of structured organic reaction records. The task is: describe an organic reaction: reactants, conditions, products, and yield Starting materials: FC1=CC=C(C=C1)NC1=C(C=NC=2N1N=CC2C(=O)O)C(=O)N2CCC1(CC2)C(=CC2=CC=CC=C21)C (7-(4-Fluorophenylamino)-6-(2-methylspiro[inden-1,4′-piperidine]-1′-ylcarbonyl)pyrazolo[1,5-a]pyrimidine-3-carboxylic acid), CS(=O)(=O)N (methanesulfonamide). Product: FC1=CC=C(C=C1)NC1=C(C=NC=2N1N=CC2C(=O)NS(=O)(=O)C)C(=O)N2CCC1(CC2)C(=CC2=CC=CC=C21)C (N-[7-(4-Fluorophenylamino)-6-(2-methylspiro[inden-1,4′-piperidine]-1′-ylcarbonyl)pyrazolo[1,5-a]pyrimidine-3-carbonyl]methanesulfonamide). Isolated yield 71.3%. RXN SMILES: [F:1][C:2]1[CH:7]=[CH:6][C:5]([NH:8][C:9]2[N:14]3[N:15]=[CH:16][C:17]([C:18]([OH:20])=O)=[C:13]3[N:12]=[CH:11][C:10]=2[C:21]([N:23]2[CH2:28][CH2:27][C:26]3([C:36]4[C:31](=[CH:32][CH:33]=[CH:34][CH:35]=4)[CH:30]=[C:29]3[CH3:37])[CH2:25][CH2:24]2)=[O:22])=[CH:4][CH:3]=1.[CH3:38][S:39]([NH2:42])(=[O:41])=[O:40]>>[F:1][C:2]1[CH:7]=[CH:6][C:5]([NH:8][C:9]2[N:14]3[N:15]=[CH:16][C:17]([C:18]([NH:42][S:39]([CH3:38])(=[O:41])=[O:40])=[O:20])=[C:13]3[N:12]=[CH:11][C:10]=2[C:21]([N:23]2[CH2:28][CH2:27][C:26]3([C:36]4[C:31](=[CH:32][CH:33]=[CH:34][CH:35]=4)[CH:30]=[C:29]3[CH3:37])[CH2:25][CH2:24]2)=[O:22])=[CH:4][CH:3]=1. Procedure details: In the same manner as in Example 1, step 6 and using 7-(4-fluorophenylamino)-6-(2-methylspiro[inden-1,4′-piperidine]-1′-ylcarbonyl)pyrazolo[1,5-a]pyrimidine-3-carboxylic acid (0.040 g, 0.083 mmol) obtained in step 2 and methanesulfonamide (0.040 g, 0.417 mmol), the title compound (0.034 g, 71%) was obtained. Starting materials: Nc1ccc(S(F)(F)(F)(F)F)cc1, O=N[O-], [Na+], O, O=S(=O)(O)O. Yields the product Oc1ccc(S(F)(F)(F)(F)F)cc1. Reaction SMILES: [F:1][S:2]([c:3]1[cH:4][cH:5][c:6]([NH2:7])[cH:8][cH:9]1)([F:10])([F:11])([F:12])[F:13].[N:19]([O-:20])=[O:21].[Na+:22].[OH2:23].[S:14]([OH:15])(=[O:16])(=[O:17])[OH:18]>>[F:1][S:2]([c:3]1[cH:4][cH:5][c:6]([OH:15])[cH:8][cH:9]1)([F:10])([F:11])([F:12])[F:13]. The reactants are CC#N (MeCN), BrC1=CC=C(C=C1)S(=O)(=O)N (4-bromobenzenesulfonamide), CC=1SC=C(N1)C(=O)NC1=C2C=NN(C2=CC(=C1)[Sn](C)(C)C)S(=O)(=O)C1=CC=CC=C1 (2-Methyl-N-[1-(phenylsulfonyl)-6-(trimethylstannanyl)-1H-indazol-4-yl]-1,3-thiazole-4-carboxamide). Reagents/catalysts: Cl[Pd]C1=C(C=CC=C1)C1=C(C=CC=C1)N(C)C.[C@@H]12C(C[C@@H](CC1)C2)PC2[C@H]1CC[C@@H](C2)C1 (Chloro[2′-(dimethylamino)-2-biphenylyl]palladium (1R,4S)-bicyclo[2.2.1]hept-2-yl[(1S,4R)-bicyclo[2.2.1]hept-2-yl]phosphane). The solvent is CN(C)C=O (DMF), CN(C)C=O (DMF). Run at temperature 135 celsius, time 18 hour. Product: NS(=O)(=O)C1=CC=C(C=C1)C1=CC(=C2C=NNC2=C1)NC(=O)C=1N=C(SC1)C (N-{6-[4-(Aminosulfonyl)phenyl]-1H-indazol-4-yl}-2-methyl-1,3-thiazole-4-carboxamide). The yield is 6.7%. RXN SMILES: [CH3:1][C:2]1[S:3][CH:4]=[C:5]([C:7]([NH:9][C:10]2[CH:18]=[C:17]([Sn](C)(C)C)[CH:16]=[C:15]3[C:11]=2[CH:12]=[N:13][N:14]3S(C2C=CC=CC=2)(=O)=O)=[O:8])[N:6]=1.Br[C:33]1[CH:38]=[CH:37][C:36]([S:39]([NH2:42])(=[O:41])=[O:40])=[CH:35][CH:34]=1.CC#N>CN(C=O)C.Cl[Pd]C1C=CC=CC=1C1C=CC=CC=1N(C)C.[C@H]12C[C@H](CC1)CC2PC1C[C@H]2C[C@@H]1CC2>[NH2:42][S:39]([C:36]1[CH:37]=[CH:38][C:33]([C:17]2[CH:16]=[C:15]3[C:11]([CH:12]=[N:13][NH:14]3)=[C:10]([NH:9][C:7]([C:5]3[N:6]=[C:2]([CH3:1])[S:3][CH:4]=3)=[O:8])[CH:18]=2)=[CH:34][CH:35]=1)(=[O:41])=[O:40] |f:4.5|. Procedure: 2-Methyl-N-[1-(phenylsulfonyl)-6-(trimethylstannanyl)-1H-indazol-4-yl]-1,3-thiazole-4-carboxamide (101 mg) was dissolved in DMF (0.4 ml) and added to 4-bromobenzenesulfonamide (42.5 mg) in DMF (0.4 ml). Chloro[2′-(dimethylamino)-2-biphenylyl]palladium-(1R,4S)-bicyclo[2.2.1]hept-2-yl[(1S,4R)-bicyclo[2.2.1]hept-2-yl]phosphane (1:1) (4 mg, heaped microspatula) was added to the reaction which was then heated under microwave irradiation at 135° C. for 20 min. The reaction was loaded onto a C18 SPE pr... Reactants: ClC1=C(C(=O)NC(=O)Cl)C(=CC=C1)F (2-chloro-6-fluorobenzamidocarboxylic acid chloride), hydrogen halide, BrC=1C=CC(=NC1)N (5-bromo-2-aminopyridine). Product: ClC1=C(C(=O)NC(=O)NC2=NC=C(C=C2)Br)C(=CC=C1)F (1-(2-CHLORO-6-FLUOROBENZOYL)-3-(5-BROMO-2-PYRIDINYL)UREA). As a reaction SMILES: [Cl:1][C:2]1[CH:13]=[CH:12][CH:11]=[C:10]([F:14])[C:3]=1[C:4]([NH:6][C:7](Cl)=[O:8])=[O:5].[Br:15][C:16]1[CH:17]=[CH:18][C:19]([NH2:22])=[N:20][CH:21]=1>>[Cl:1][C:2]1[CH:13]=[CH:12][CH:11]=[C:10]([F:14])[C:3]=1[C:4]([NH:6][C:7]([NH:22][C:19]1[CH:18]=[CH:17][C:16]([Br:15])=[CH:21][N:20]=1)=[O:8])=[O:5]. Procedure: To a portion of 2-chloro-6-fluorobenzamidocarboxylic acid chloride dissolved in an organic solvent, a hydrogen halide acceptor is added, and a portion of 5-bromo-2-aminopyridine is added. After a period of stirring, the reaction mixture is washed with water and neutralized, and the product named in the heading is isolated as described in Example 12. The product is identical to that of Example 2 above. The reactants are ClC1=NC=C(C=C1Cl)Cl (2,3,5-Trichloro-pyridine), C[C@H]1NCCNC1 ((R)-(−)-2-methyl-piperazine). Yields the product ClC=1C(=NC=C(C1)Cl)N1C[C@H](NCC1)C ((3R)-1-(3,5-Dichloro-pyridin-2-yl)-3-methyl-piperazine). RXN SMILES: Cl[C:2]1[C:7]([Cl:8])=[CH:6][C:5]([Cl:9])=[CH:4][N:3]=1.[CH3:10][C@@H:11]1[CH2:16][NH:15][CH2:14][CH2:13][NH:12]1>>[Cl:8][C:7]1[C:2]([N:15]2[CH2:14][CH2:13][NH:12][C@H:11]([CH3:10])[CH2:16]2)=[N:3][CH:4]=[C:5]([Cl:9])[CH:6]=1. Procedure details: 2,3,5-Trichloro-pyridine (910 mg, 5.0 mmol, Aldrich) and (R)-(−)-2-methyl-piperazine (700 mg, 7.0 mmol, Aldrich) reacted under the conditions of Example 3a to give the title compound as a light-yellow solid. MS (ESI, pos. ion) m/z: 247 (M+1).